This data is from the Open Reaction Database (ORD), a public repository of structured organic reaction records. The task is: describe an organic reaction: reactants, conditions, products, and yield Reactants: C(CC)N1CCC[C@@H]2CC(C(C[C@@H]12)=CN(C)C)=O (trans-(±)-1-n-propyl-6-oxo-7-dimethylaminomethylenedecahydroquinoline), Cl.CN(C(=N)N)C (1,1-dimethylguanidinehydrochloride). Run in C(C)O (ethanol). Product: CN(C=1N=CC2=C(C[C@@H]3CCCN([C@H]3C2)CCC)N1)C (Trans-(±)-2-dimethylamino-6-n-propyl-5,5a,-6,7,8,9,9a,10-octahydropyrimido[4,5-g]quinoline). RXN SMILES: [CH2:1]([N:4]1[C@H:13]2[C@@H:8]([CH2:9][C:10](=O)[C:11](=[CH:14]N(C)C)[CH2:12]2)[CH2:7][CH2:6][CH2:5]1)[CH2:2][CH3:3].Cl.[CH3:20][N:21]([CH3:25])[C:22]([NH2:24])=[NH:23]>C(O)C>[CH3:20][N:21]([CH3:25])[C:22]1[N:24]=[CH:14][C:11]2[CH2:12][C@H:13]3[C@@H:8]([CH2:7][CH2:6][CH2:5][N:4]3[CH2:1][CH2:2][CH3:3])[CH2:9][C:10]=2[N:23]=1 |f:1.2|. Reported procedure: A reaction mixture was prepared from 4.7 g. of trans-(±)-1-n-propyl-6-oxo-7-dimethylaminomethylenedecahydroquinoline and 2.5 g. of 1,1-dimethylguanidinehydrochloride in 50 ml. of anhydrous ethanol. The reaction mixture was heated overnight under a nitrogen atmosphere, and was then cooled and the volatile constituents removed in vacuo. The resulting residue was dissolved in ethyl acetate and the ethyl acetate solution contacted with an excess of 10% aqueous sodium hydroxide. Trans-(±)-2-dimethyla...